Dataset: the Open Reaction Database (ORD), a public repository of structured organic reaction records. Task: describe an organic reaction: reactants, conditions, products, and yield Starting materials: BrC=1C(=NC(NC1)(OC)Cl)OC (5-Bromo-2-chloro-2,4-dimethoxy-pyrimidine), C(#N)CC=1C=C(C#N)C=C(C1)C (3-cyanomethyl-5-methyl-benzonitrile), CN(C=O)C (dimethyl formamide), [H-].[Na+] (sodium hydride), oil, [H-].[Na+] (Sodium hydride), oil. Run at temperature 0 celsius, time 18 hour. Yields the product BrC=1C(=NC(=NC1OC)OC)C(=O)C=1C=C(C#N)C=C(C1)C (3-(5-Bromo-2,6-dimethoxy-pyrimidine-4-carbonyl)-5-methyl-benzonitrile). As a reaction SMILES: [Br:1][C:2]1[C:3]([O:11][CH3:12])=[N:4][C:5](Cl)([O:8][CH3:9])[NH:6][CH:7]=1.C([CH2:15][C:16]1[CH:17]=[C:18]([CH:21]=[C:22]([CH3:24])[CH:23]=1)[C:19]#[N:20])#N.[H-].[Na+].CN(C)C=[O:30]>>[Br:1][C:2]1[C:7]([C:15]([C:16]2[CH:17]=[C:18]([CH:21]=[C:22]([CH3:24])[CH:23]=2)[C:19]#[N:20])=[O:30])=[N:6][C:5]([O:8][CH3:9])=[N:4][C:3]=1[O:11][CH3:12] |f:2.3|. Procedure details: 5-Bromo-2-chloro-2,4-dimethoxy-pyrimidine (980 mg, 3.87 mmol) and 3-cyanomethyl-5-methyl-benzonitrile (666.4 mg, 4.26 mmol) were dissolved in dimethyl formamide (10 mL) at room temperature. The solution was cooled to 0° C. Sodium hydride in mineral oil (60%, 170 mg, 4.26 mmol) was added, the reaction mixture was allowed to warm to room temperature and stirring was continued. After 18 hours, a second batch of sodium hydride suspension in mineral oil (60%, 170 mg, 4.26 mmol) was added and stirring... Starting materials: C1(=CC=C(C=C1)S(=O)(=O)O)C.N[C@@H]1C(OC1)=O ((S)-3-amino-2-oxetanone p-toluenesulfonic acid salt), [N-]=[N+]=[N-].[Na+] (NaN3). Solvent: CN(C)C=O (DMF), CN(C)C=O (DMF). Conditions: time 3.5 hour. Yields the product N(=[N+]=[N-])C[C@H](N)C(=O)O (β-azido-L-alanine). The yield is 96.5%. Reaction SMILES: C1(C)C=CC(S(O)(=O)=O)=CC=1.[NH2:12][C@H:13]1[CH2:16][O:15][C:14]1=[O:17].[N-:18]=[N+:19]=[N-:20].[Na+]>CN(C=O)C>[N:18]([CH2:16][C@@H:13]([C:14]([OH:15])=[O:17])[NH2:12])=[N+:19]=[N-:20] |f:0.1,2.3|. Procedure details: A solution of (S)-3-amino-2-oxetanone p-toluenesulfonic acid salt (53.0 mg, 0.204 mmol) in DMF (1 mL) was added to NaN3 (14.6 mg, 0.225 mmol) in DMF (5 mL) and the mixture was stirred 3.5 h. The solvent was removed in vacuo at 25° C. The residue was dissolved in H2O (0.3 mL) and applied to a column of Bio-Rad Ion Retardation Resin Ag11 A8 (trademark) (15 g, 1×20 cm) and eluted with H2O (0.3 mL/min). Fractions containing amino acid were pooled and lyophilized to yield 25.6 mg (96%) of pure β-azid... Reactants: COCCCCC(=O)C1C(OC(OC1=O)(C)C)=O (5-(5-Methoxypentanoyl)-2,2-dimethyl-1,3-dioxane-4,6-dione), OCCC#N (3-hydroxypropionitrile), C(=O)=O (CO2), [N+](=O)([O-])C1=CC=C(C=O)C=C1 (4-nitrobenzaldehyde), N1CCCCC1 (piperidine), C(C)(=O)O (acetic acid). Run in CC(C)O (2-propanol). Run at time 48 hour. The product is C(#N)CCOC(C(C(CCCCOC)=O)=CC1=CC=C(C=C1)[N+](=O)[O-])=O (7-Methoxy-2-[(4-nitrophenyl)methylene]-3-oxoheptanoic acid 2-cyanoethyl ester), oil. The yield is 60.0%. As a reaction SMILES: [CH3:1][O:2][CH2:3][CH2:4][CH2:5][CH2:6][C:7]([CH:9]1[C:14](=[O:15])[O:13][C:12]([CH3:17])(C)O[C:10]1=O)=[O:8].OCC[C:22]#[N:23].C(=O)=O.[N+:27]([C:30]1[CH:37]=[CH:36][C:33](C=O)=[CH:32][CH:31]=1)([O-:29])=[O:28].N1CCCCC1.C(O)(=O)C>CC(O)C>[C:22]([CH2:17][CH2:12][O:13][C:14](=[O:15])[C:9](=[CH:10][C:33]1[CH:36]=[CH:37][C:30]([N+:27]([O-:29])=[O:28])=[CH:31][CH:32]=1)[C:7](=[O:8])[CH2:6][CH2:5][CH2:4][CH2:3][O:2][CH3:1])#[N:23]. Reported procedure: 5-(5-Methoxypentanoyl)-2,2-dimethyl-1,3-dioxane-4,6-dione was heated with 3-hydroxypropionitrile (2.79 g, 39.2 mmol) at 80° C. until no more CO2 was released. After cooling to room temperature, the mixture was diluted with 50 ml of 2-propanol and 4-nitrobenzaldehyde (5.40 g, 35.6 mmol), piperidine (150 mg, 1.78 mmol) and acetic acid (110 mg, 1.78 mmol) was added, the mixture was stirred at room temperature for 48 hrs. After evaporation of solvent, the product was purified by chromatography (SiO2... Starting materials: CO, OO, CN1CCC(=C(c2ccsc2)c2ccsc2)CC1. Yields the product C[N+]1([O-])CCC(=C(c2ccsc2)c2ccsc2)CC1. Reaction SMILES: [CH3:21][OH:22].[OH:19][OH:20].[s:1]1[cH:2][c:3]([C:6](=[C:7]2[CH2:8][CH2:9][N:10]([CH3:13])[CH2:11][CH2:12]2)[c:14]2[cH:15][s:16][cH:17][cH:18]2)[cH:4][cH:5]1>>[s:1]1[cH:2][c:3]([C:6](=[C:7]2[CH2:8][CH2:9][N+:10]([CH3:13])([O-:19])[CH2:11][CH2:12]2)[c:14]2[cH:15][s:16][cH:17][cH:18]2)[cH:4][cH:5]1. Reactants: ClC1=NC=CC(=N1)OC (2-chloro-4-methoxypyrimidine), O=C1NC2=C(N1CC(=O)OC(C)(C)C)C=CC=C2 (tert-butyl (2-oxo-2,3-dihydro-1H-benzimidazol-1-yl)acetate), O=C1NC2=C(N1CC(=O)OC(C)(C)C)C=CC=C2 (tert-butyl (2-oxo-2,3-dihydro-1H-benzimidazol-1-yl)acetate), C[Si](C)(C)[N-][Si](C)(C)C.[Na+] (sodium bis(trimethylsilyl)amide). Run in C1CCOC1 (THF). Conditions: temperature 130 celsius, time 5 minute. Product: COC1=NC(=NC=C1)N1C(N(C2=C1C=CC=C2)CC(=O)OC(C)(C)C)=O (tert-Butyl [3-(4-methoxypyrimidin-2-yl)-2-oxo-2,3-dihydro-1H-benzimidazol-1-yl]acetate). As a reaction SMILES: [O:1]=[C:2]1[N:6]([CH2:7][C:8]([O:10][C:11]([CH3:14])([CH3:13])[CH3:12])=[O:9])[C:5]2[CH:15]=[CH:16][CH:17]=[CH:18][C:4]=2[NH:3]1.C[Si]([N-][Si](C)(C)C)(C)C.[Na+].Cl[C:30]1[N:35]=[C:34]([O:36][CH3:37])[CH:33]=[CH:32][N:31]=1>C1COCC1>[CH3:37][O:36][C:34]1[CH:33]=[CH:32][N:31]=[C:30]([N:3]2[C:4]3[CH:18]=[CH:17][CH:16]=[CH:15][C:5]=3[N:6]([CH2:7][C:8]([O:10][C:11]([CH3:14])([CH3:13])[CH3:12])=[O:9])[C:2]2=[O:1])[N:35]=1 |f:1.2|. Procedure: A mixture of tert-butyl (2-oxo-2,3-dihydro-1H-benzimidazol-1-yl)acetate (200 mg, 0.806 mmol, described in Intermediate 4) and sodium bis(trimethylsilyl)amide (1.0 M in THF, 1.69 mL, 1.69 mmol) in THF (0.5 mL) was stirred for 5 min, then 2-chloro-4-methoxypyrimidine (583 mg, 4.03 mmol) was added and argon was bubbled through the mixture for 5 min. The reaction mixture was heated at 130° C. for 10 min in a microwave reactor. The cooled mixture was partitioned between CHCl3 (10 mL) and saturated aq... Starting materials: FC1=C(C(=C(C=C1OC)OC)F)C1=NC=C2C(=N1)NN=C2I (6-(2,6-difluoro-3,5-dimethoxyphenyl)-3-iodo-1H-pyrazolo[3,4-d]pyrimidine), OCC(C)N1C(C2=CC=C(C=C2C1)B1OC(C(O1)(C)C)(C)C)=O (2-(2-hydroxy-1-methylethyl)-5-(4,4,5,5-tetramethyl-1,3,2-dioxaborolan-2-yl)isoindolin-1-one). Product: FC1=C(C(=C(C=C1OC)OC)F)C1=NC=C2C(=N1)NN=C2C=2C=C1CN(C(C1=CC2)=O)C(CO)C (5-[6-(2,6-Difluoro-3,5-dimethoxyphenyl)-1H-pyrazolo[3,4-d]pyrimidin-3-yl]-2-(2-hydroxy-1-methylethyl)isoindolin-1-one). As a reaction SMILES: [F:1][C:2]1[C:7]([O:8][CH3:9])=[CH:6][C:5]([O:10][CH3:11])=[C:4]([F:12])[C:3]=1[C:13]1[N:18]=[C:17]2[NH:19][N:20]=[C:21](I)[C:16]2=[CH:15][N:14]=1.[OH:23][CH2:24][CH:25]([N:27]1[CH2:35][C:34]2[C:29](=[CH:30][CH:31]=[C:32](B3OC(C)(C)C(C)(C)O3)[CH:33]=2)[C:28]1=[O:45])[CH3:26]>>[F:1][C:2]1[C:7]([O:8][CH3:9])=[CH:6][C:5]([O:10][CH3:11])=[C:4]([F:12])[C:3]=1[C:13]1[N:18]=[C:17]2[NH:19][N:20]=[C:21]([C:32]3[CH:33]=[C:34]4[C:29](=[CH:30][CH:31]=3)[C:28](=[O:45])[N:27]([CH:25]([CH3:26])[CH2:24][OH:23])[CH2:35]4)[C:16]2=[CH:15][N:14]=1. Procedure: This compound was prepared by using procedures analogous to those described for the synthesis of Example 4, Step 2 starting from 6-(2,6-difluoro-3,5-dimethoxyphenyl)-3-iodo-1H-pyrazolo[3,4-d]pyrimidine and 2-(2-hydroxy-1-methylethyl)-5-(4,4,5,5-tetramethyl-1,3,2-dioxaborolan-2-yl)isoindolin-1-one. LCMS (M+H)+=482.0. Solvent: CN(C)C=O (DMF). As a reaction SMILES: Br[C:2]1[CH:3]=[C:4]([C:7]([O:9][CH3:10])=[O:8])[NH:5][CH:6]=1.Br[CH2:12][C:13]([C:15]1[CH:20]=[CH:19][C:18]([O:21][CH3:22])=[CH:17][CH:16]=1)=[O:14].CC(C)([O-])C.[K+]>CN(C=O)C>[CH3:22][O:21][C:18]1[CH:19]=[CH:20][C:15]([C:13](=[O:14])[CH2:12][N:5]2[CH:6]=[CH:2][CH:3]=[C:4]2[C:7]([O:9][CH3:10])=[O:8])=[CH:16][CH:17]=1 |f:2.3|. The reactants are BrC=1C=C(NC1)C(=O)OC (methyl 4-bromo-1H-pyrrole-2-carboxylate), BrCC(=O)C1=CC=C(C=C1)OC (2-bromo-1-(4-methoxyphenyl)ethanone), CC(C)([O-])C.[K+] (potassium tert-butoxide). Reported procedure: To a mixture of methyl 4-bromo-1H-pyrrole-2-carboxylate (1 g, 4.9 mmol) and 2-bromo-1-(4-methoxyphenyl)ethanone (1.23 g, 5.3 mmol) in DMF (30 mL) was added potassium tert-butoxide (0.60 g, 5.4 mmol) portionwise at −15° C. The mixture was stirred at that temperate for 15 minutes and then at room temperature for 1 hour. The mixture was quenched with aqueous HCl (1M) and then extracted with EtOAc (3×100 mL). The organic layers were washed with brine, water and then concentrated in vacuo to give a l... Yields the product COC1=CC=C(C=C1)C(CN1C(=CC=C1)C(=O)OC)=O (methyl 1-[2-(4-methoxyphenyl)-2-oxoethyl]-1H-pyrrole-2-carboxylate). Reaction conditions: time 15 minute.